From a dataset of the Open Reaction Database (ORD), a public repository of structured organic reaction records. describe an organic reaction: reactants, conditions, products, and yield Starting materials: N(=O)[O-].[Na+] (sodium nitrite), NC1=NC(=CC(=N1)C)OC (2amino-4-methyl-6-methoxypyrimidine), Cl (hydrochloric acid), [OH-].[Na+] (sodium hydroxide). Run in O (water). Reaction conditions: time 4.5 hour. Product: ClC1=NC(=CC(=N1)C)OC (2-chloro-4-methyl-6-methoxypyrimidine). As a reaction SMILES: N[C:2]1[N:7]=[C:6]([CH3:8])[CH:5]=[C:4]([O:9][CH3:10])[N:3]=1.N([O-])=O.[Na+].[OH-].[Na+].[ClH:17]>O>[Cl:17][C:2]1[N:7]=[C:6]([CH3:8])[CH:5]=[C:4]([O:9][CH3:10])[N:3]=1 |f:1.2,3.4|. Reported procedure: A solution of 25.4 g of 2amino-4-methyl-6-methoxypyrimidine in 150 ml concentrated hydrochloric acid was cooled to ca. 0° C. and treated with a solution of 25.3 g of sodium nitrite in 50 ml water, added over a period of 30-40 minutes. The thick orange reaction mixture was stirred at room temperature for 4-5 hours and then adjusted to pH 10 by addition of 12.5N sodium hydroxide solution. The precipitate was filtered and extracted thoroughly with approximately 600 ml of hot ether. The organic laye... Starting materials: C1(=CC=CC=C1)C (toluene), ClP(C1=CC=CC=C1)C1=CC=CC=C1 (chlorodiphenylphosphine), [Al] (aluminum), S(O)(O)(=O)=O (sulfuric acid). The solvent is CN(C=O)C (N,N-dimethylformamide). Reaction conditions: temperature 100 celsius, time 30 minute. Product: C1(=CC=CC=C1)PC1=CC=CC=C1 (diphenylphosphine). Isolated yield 84.1%. As a reaction SMILES: Cl[P:2]([C:9]1[CH:14]=[CH:13][CH:12]=[CH:11][CH:10]=1)[C:3]1[CH:8]=[CH:7][CH:6]=[CH:5][CH:4]=1.[Al].S(=O)(=O)(O)O.C1(C)C=CC=CC=1>CN(C)C=O>[C:9]1([PH:2][C:3]2[CH:4]=[CH:5][CH:6]=[CH:7][CH:8]=2)[CH:10]=[CH:11][CH:12]=[CH:13][CH:14]=1. Procedure details: 1.04 g (4.71 mmol) of chlorodiphenylphosphine was added dropwise under a nitrogen gas atmosphere to a suspension of 254 mg (9.42 mmol) of aluminum (foil) in 10 cm3 of N,N-dimethylformamide and the mixture was stirred at 100° C. for 30 min. To the reaction mixture was added dropwise 10 cm3 (10 mmol) of 1 mol·dm-3 sulfuric acid and then 10 cm3 of toluene. The mixture was stirred, the aqueous layer and the toluene layer were separated off, the toluene layer was dried over anhydrous sodium sulfate a...